From a dataset of the Open Reaction Database (ORD), a public repository of structured organic reaction records. describe an organic reaction: reactants, conditions, products, and yield Reactants: ClC1=NC=C(C=C1[C@@H]1N(CCC1)C1=NC=2N(C=C1)N=CC2C(=O)OCC)F ((R)-ethyl 5-(2-(2-chloro-5-fluoropyridin-3-yl)pyrrolidin-1-yl)pyrazolo[1,5-a]pyrimidine-3-carboxylate), C(C#C)NC(OC(C)(C)C)=O (tert-butyl prop-2-ynylcarbamate), C1(=CC=CC=C1)P(C1=CC=CC=C1)C1=CC=CC=C1 (triphenylphosphine), di-triphenylphosphine palladium(II) chloride, C(C)(C)NC(C)C (diisopropylamine). Reagents/catalysts: [Cu]I (copper(I) iodide). The solvent is CN(C)C=O (DMF). Conditions: temperature 95 celsius. Product: C(C)(C)(C)OC(=O)NCC#CC1=NC=C(C=C1[C@@H]1N(CCC1)C1=NC=2N(C=C1)N=CC2C(=O)OCC)F ((R)-ethyl 5-(2-(2-(3-((tert-butoxycarbonyl)amino)prop-1-yn-1-yl)-5-fluoropyridin-3-yl)pyrrolidin-1-yl)pyrazolo[1,5-a]pyrimidine-3-carboxylate). RXN SMILES: Cl[C:2]1[C:7]([C@H:8]2[CH2:12][CH2:11][CH2:10][N:9]2[C:13]2[CH:18]=[CH:17][N:16]3[N:19]=[CH:20][C:21]([C:22]([O:24][CH2:25][CH3:26])=[O:23])=[C:15]3[N:14]=2)=[CH:6][C:5]([F:27])=[CH:4][N:3]=1.[CH2:28]([NH:31][C:32](=[O:38])[O:33][C:34]([CH3:37])([CH3:36])[CH3:35])[C:29]#[CH:30].C1(P(C2C=CC=CC=2)C2C=CC=CC=2)C=CC=CC=1.C(NC(C)C)(C)C>CN(C=O)C.[Cu]I>[C:34]([O:33][C:32]([NH:31][CH2:28][C:29]#[C:30][C:2]1[C:7]([C@H:8]2[CH2:12][CH2:11][CH2:10][N:9]2[C:13]2[CH:18]=[CH:17][N:16]3[N:19]=[CH:20][C:21]([C:22]([O:24][CH2:25][CH3:26])=[O:23])=[C:15]3[N:14]=2)=[CH:6][C:5]([F:27])=[CH:4][N:3]=1)=[O:38])([CH3:37])([CH3:36])[CH3:35]. Reported procedure: (R)-ethyl 5-(2-(2-chloro-5-fluoropyridin-3-yl)pyrrolidin-1-yl)pyrazolo[1,5-a]pyrimidine-3-carboxylate (Example 12, Step C; 153 mg, 0.392 mmol) in DMF (2 mL) was added tert-butyl prop-2-ynylcarbamate (122 mg, 0.785 mmol), copper(I) iodide (11 mg, 0.0578 mmol), triphenylphosphine (82.4 mg, 0.314 mmol), di-triphenylphosphine palladium(II) chloride (116 mg, 0.165 mmol), and diisopropylamine (99.3 mg, 0.981 mmol). The reaction mixture was sealed and heated to 95° C. for 8 hours, then cooled to ambien... Reactants: CC(C)(C)c1ccc(C(=O)Cl)cc1, CCOC(=N)N1Cc2ccccc2-c2ccccc2C1. The product is CCOC(=NC(=O)c1ccc(C(C)(C)C)cc1)N1Cc2ccccc2-c2ccccc2C1. RXN SMILES: [C:21]([CH3:22])([CH3:23])([CH3:24])[c:25]1[cH:26][cH:27][c:28]([C:29](=[O:30])[Cl:31])[cH:32][cH:33]1.[cH:1]1[cH:2][cH:3][cH:4][c:5]2[c:11]1-[c:10]1[c:9]([cH:15][cH:14][cH:13][cH:12]1)[CH2:8][N:7]([C:16]([O:17][CH2:18][CH3:19])=[NH:20])[CH2:6]2>>[cH:1]1[cH:2][cH:3][cH:4][c:5]2[c:11]1-[c:10]1[c:9]([cH:15][cH:14][cH:13][cH:12]1)[CH2:8][N:7]([C:16]([O:17][CH2:18][CH3:19])=[N:20][C:29]([c:28]1[cH:27][cH:26][c:25]([C:21]([CH3:22])([CH3:23])[CH3:24])[cH:33][cH:32]1)=[O:30])[CH2:6]2. Starting materials: [H-].[Na+] (NaH), CS(=O)C (dimethylsulfoxide), CS(=O)C (dimethyl sulfoxide), FC1=C2CCC(C2=C(C=C1)OC)=O (4-fluoro-7-methoxy-1-indanone), CS(=O)C (dimethyl sulfoxide). Reagents/catalysts: [Br-].C[P+](C1=CC=CC=C1)(C1=CC=CC=C1)C1=CC=CC=C1 (methyltriphenylphosphonium bromide). Run at temperature 80 celsius, time 15 minute. Yields the product FC1=C2CCC(C2=C(C=C1)OC)=C (4-fluoro-7-methoxy-1-methyleneindan). RXN SMILES: [H-].[Na+].[F:3][C:4]1[CH:12]=[CH:11][C:10]([O:13][CH3:14])=[C:9]2[C:5]=1[CH2:6][CH2:7][C:8]2=O.[CH3:16]S(C)=O>[Br-].C[P+](C1C=CC=CC=1)(C1C=CC=CC=1)C1C=CC=CC=1>[F:3][C:4]1[CH:12]=[CH:11][C:10]([O:13][CH3:14])=[C:9]2[C:5]=1[CH2:6][CH2:7][C:8]2=[CH2:16] |f:0.1,4.5|. Procedure details: NaH (6.8 g) suspended in dimethyl sulfoxide (40 ml) under nitrogen is heated to 80° C. for 1 h. A further 40 ml dimethyl sulfoxide and then 80 g of methyltriphenylphosphonium bromide is added in portions. After stirring for 15 min, 20 g III, partially suspended in 40 ml dimethylsulfoxide, is added and the mixture heated to 70° C. overnight. Pouring the mixture onto ice + hexane followed by extraction with hexane gives 17.6 g of crude 4-fluoro-7-methoxy-1-methyleneindan (IV) which was dissolved i...